From a dataset of the Open Reaction Database (ORD), a public repository of structured organic reaction records. describe an organic reaction: reactants, conditions, products, and yield The reactants are Br, CC(=O)O, COc1cc(N)cc(C(F)(F)F)c1, O. Yields the product Nc1cc(O)cc(C(F)(F)F)c1. RXN SMILES: [BrH:14].[CH3:15][C:16](=[O:17])[OH:18].[CH3:1][O:2][c:3]1[cH:4][c:5]([NH2:13])[cH:6][c:7]([C:9]([F:10])([F:11])[F:12])[cH:8]1.[OH2:19]>>[OH:2][c:3]1[cH:4][c:5]([NH2:13])[cH:6][c:7]([C:9]([F:10])([F:11])[F:12])[cH:8]1.